Dataset: the Open Reaction Database (ORD), a public repository of structured organic reaction records. Task: describe an organic reaction: reactants, conditions, products, and yield Procedure: 3-(aminomethyl)-5-isopropyl-N,N-dimethylaniline was synthesized from 3-(dimethylamino)-5-(prop-1-en-2-yl)benzonitrile following the general procedure as described for the 3-cyano-5-isopentylpyridine. Starting materials: CN(C=1C=C(C#N)C=C(C1)C(=C)C)C (3-(dimethylamino)-5-(prop-1-en-2-yl)benzonitrile), C(#N)C=1C=NC=C(C1)CCC(C)C (3-cyano-5-isopentylpyridine). Reaction SMILES: [CH3:1][N:2]([CH3:14])[C:3]1[CH:4]=[C:5]([CH:8]=[C:9]([C:11]([CH3:13])=[CH2:12])[CH:10]=1)[C:6]#[N:7].C(C1C=NC=C(CCC(C)C)C=1)#N>>[NH2:7][CH2:6][C:5]1[CH:4]=[C:3]([CH:10]=[C:9]([CH:11]([CH3:13])[CH3:12])[CH:8]=1)[N:2]([CH3:14])[CH3:1]. Product: NCC=1C=C(N(C)C)C=C(C1)C(C)C (3-(aminomethyl)-5-isopropyl-N,N-dimethylaniline). Reactants: N1=C(C=CC=C1C1=NOC(=C1)C(=O)OCC)C1=NOC(=C1)C(=O)OCC (diethyl 3,3'-(2,6-pyridinediyl)di-5-isoxazolecarboxylate), [OH-].[Na+] (sodium hydroxide), solid. The solvent is O (water). The product is O.N1=C(C=CC=C1C1=NOC(=C1)C(=O)O)C1=NOC(=C1)C(=O)O (3,3'-(2,6-Pyridinediyl)di-5-isoxazolecarboxylic Acid Hydrate). As a reaction SMILES: [N:1]1[C:6]([C:7]2[CH:11]=[C:10]([C:12]([O:14]CC)=[O:13])[O:9][N:8]=2)=[CH:5][CH:4]=[CH:3][C:2]=1[C:17]1[CH:21]=[C:20]([C:22]([O:24]CC)=[O:23])[O:19][N:18]=1.[OH-].[Na+]>O>[OH2:9].[N:1]1[C:2]([C:17]2[CH:21]=[C:20]([C:22]([OH:24])=[O:23])[O:19][N:18]=2)=[CH:3][CH:4]=[CH:5][C:6]=1[C:7]1[CH:11]=[C:10]([C:12]([OH:14])=[O:13])[O:9][N:8]=1 |f:1.2,4.5|. Procedure details: A mixture of 2.5 g. (0.005 mole) of diethyl 3,3'-(2,6-pyridinediyl)di-5-isoxazolecarboxylate and 250 mg. of sodium hydroxide in 50 ml. of water is refluxed for ninety minutes. The reaction mixture is cooled to room temperature and the insoluble material removed by filtration. The filtrate is acidified with concentrated hydrochloric acid. The gelatinous precipitate is removed by filtration and washed with water. There is obtained 610 mg. of a tan solid (38%) melting at 284° (dec.).